Dataset: the Open Reaction Database (ORD), a public repository of structured organic reaction records. Task: describe an organic reaction: reactants, conditions, products, and yield Reactants: C(C)(C)(C)OC(=O)N1C[C@@H]([C@H](C1)O)N=[N+]=[N-] ((3S,4S)-3-azido-4-hydroxy-pyrrolidine-1-carboxylic acid tert-butyl ester), C1(=CC=C(C=C1)S(=O)(=O)Cl)C (4-toluenesulfonyl chloride). Solvent: N1=CC=CC=C1 (pyridine). Conditions: time 6 hour. The product is C(C)(C)(C)OC(=O)N1C[C@@H]([C@H](C1)OS(=O)(=O)C1=CC=C(C=C1)C)N=[N+]=[N-] ((3S,4S)-3-azido-4-(toluene-4-sulfonyloxy)-pyrrolidine-1-carboxylic acid tert-butyl ester). The yield is 70.7%. Reaction SMILES: [C:1]([O:5][C:6]([N:8]1[CH2:12][C@H:11]([OH:13])[C@@H:10]([N:14]=[N+:15]=[N-:16])[CH2:9]1)=[O:7])([CH3:4])([CH3:3])[CH3:2].[C:17]1([CH3:27])[CH:22]=[CH:21][C:20]([S:23](Cl)(=[O:25])=[O:24])=[CH:19][CH:18]=1>N1C=CC=CC=1>[C:1]([O:5][C:6]([N:8]1[CH2:12][C@H:11]([O:13][S:23]([C:20]2[CH:21]=[CH:22][C:17]([CH3:27])=[CH:18][CH:19]=2)(=[O:25])=[O:24])[C@@H:10]([N:14]=[N+:15]=[N-:16])[CH2:9]1)=[O:7])([CH3:4])([CH3:2])[CH3:3]. Reported procedure: 38.1 A solution of 530 mg (3S,4S)-3-azido-4-hydroxy-pyrrolidine-1-carboxylic acid tert-butyl ester (example 22.2) in 5 ml pyridine was cooled to 0° C. under an argon atmosphere and treated with 664 mg 4-toluenesulfonyl chloride. The mixture was slowly warmed to room temperature and stirred for 6 hrs. The pyridine was distilled off. The residue was taken up in CH2Cl2 and 10% aq. Na2CO3. The organic phase was washed with H2O and brine, dried over MgSO4, filtered and concentrated. The crude product... The reactants are O1C(CCC1)COC(=O)C=1C(C(=C(NC1C)C)C(=O)OC)C1=CC(=CC=C1)C(F)(F)F (2,6-dimethyl-4-(3-trifluoromethylphenyl)-1,4-dihydropyridine-3,5-dicarboxylic acid 3-methyl ester 5-(tetrahydrofuran-2-ylmethyl) ester), [Cr](=O)(=O)([O-])Cl.[NH+]1=CC=CC=C1 (pyridinium chlorochromate). Run in C(Cl)Cl (CH2Cl2). Conditions: time 6 hour. Yields the product O1C(CCC1)COC(=O)C=1C(=C(C(=NC1C)C)C(=O)OC)C1=CC(=CC=C1)C(F)(F)F (2,6-Dimethyl-4-(3-trifluoromethylphenyl) pyridine-3,5-dicarboxylic acid 3-methyl ester 5-(tetrahydrofuran-2-ylmethyl) ester). The yield is 65.0%. RXN SMILES: [O:1]1[CH2:5][CH2:4][CH2:3][CH:2]1[CH2:6][O:7][C:8]([C:10]1[CH:11]([C:22]2[CH:27]=[CH:26][CH:25]=[C:24]([C:28]([F:31])([F:30])[F:29])[CH:23]=2)[C:12]([C:18]([O:20][CH3:21])=[O:19])=[C:13]([CH3:17])[NH:14][C:15]=1[CH3:16])=[O:9].[Cr](Cl)([O-])(=O)=O.[NH+]1C=CC=CC=1>C(Cl)Cl>[O:1]1[CH2:5][CH2:4][CH2:3][CH:2]1[CH2:6][O:7][C:8]([C:10]1[C:11]([C:22]2[CH:27]=[CH:26][CH:25]=[C:24]([C:28]([F:31])([F:29])[F:30])[CH:23]=2)=[C:12]([C:18]([O:20][CH3:21])=[O:19])[C:13]([CH3:17])=[N:14][C:15]=1[CH3:16])=[O:9] |f:1.2|. Procedure details: A mixture of 12 g (0.027 mol) of 2,6-dimethyl-4-(3-trifluoromethylphenyl)-1,4-dihydropyridine-3,5-dicarboxylic acid 3-methyl ester 5-(tetrahydrofuran-2-ylmethyl) ester, obtained as described in A), and 98 g (0.082 mol) of pyridinium chlorochromate adsorbed on alumina, was suspended in 270 ml of CH2Cl2, and the suspension was maintained under stirring at room temperature for 6 hours. The remaining solid was eliminated by filtration, and the liquid was washed with water (3×300 ml), drive over anh.... Reactants: OC1=C(C=C(C=C1)O)C(C)=O (2',5'-dihydroxyacetophenone), N1=CC(=CC=C1)C(=O)Cl (3-pyridylcarbonyl chloride), BrCCCCCCCl (1-bromo-6-chlorohexane), N1CCCCC1 (piperidine). Yields the product Cl.N1(CCCCC1)CCCCCCOC=1C=CC2=C(C(C=C(O2)C=2C=NC=CC2)=O)C1 (6-(6-piperidinylhexoxy)-2-(3-pyridy)-4H-1-benzopyran-4-one hydrochloride). As a reaction SMILES: [OH:1][C:2]1[CH:7]=[CH:6][C:5]([OH:8])=[CH:4][C:3]=1[C:9](=[O:11])[CH3:10].[N:12]1[CH:17]=[CH:16][CH:15]=[C:14]([C:18]([Cl:20])=O)[CH:13]=1.Br[CH2:22][CH2:23][CH2:24][CH2:25][CH2:26][CH2:27]Cl.[NH:29]1[CH2:34][CH2:33][CH2:32][CH2:31][CH2:30]1>>[ClH:20].[N:29]1([CH2:22][CH2:23][CH2:24][CH2:25][CH2:26][CH2:27][O:8][C:5]2[CH:6]=[CH:7][C:2]3[O:1][C:18]([C:14]4[CH:13]=[N:12][CH:17]=[CH:16][CH:15]=4)=[CH:10][C:9](=[O:11])[C:3]=3[CH:4]=2)[CH2:34][CH2:33][CH2:32][CH2:31][CH2:30]1 |f:4.5|. Procedure: The compound was prepared by the method of Example 11 from 2',5'-dihydroxyacetophenone, 3-pyridylcarbonyl chloride, 1-bromo-6-chlorohexane, and piperidine: mp 192°-193° C. Starting materials: CC(C)(C)OC(=O)Nc1cc(N2CC3OC(C)(C)OC3C2)c(-c2ccc(F)cc2)cc1NC(=O)CC(=O)c1cccc(-n2ccnc2)c1, ClCCl, O=C(O)C(F)(F)F. Yields the product CC1(C)OC2CN(c3cc4c(cc3-c3ccc(F)cc3)NC(=O)CC(c3cccc(-n5ccnc5)c3)=N4)CC2O1. As a reaction SMILES: [C:1]([O:2][C:3](=[O:4])[NH:7][c:8]1[cH:9][c:10]([N:38]2[CH2:39][CH:40]3[CH:41]([CH2:42]2)[O:43][C:44]([CH3:46])([CH3:47])[O:45]3)[c:11](-[c:31]2[cH:32][cH:33][c:34]([F:37])[cH:35][cH:36]2)[cH:12][c:13]1[NH:14][C:15]([CH2:16][C:17](=[O:5])[c:19]1[cH:20][c:21](-[n:25]2[cH:26][n:27][cH:28][cH:29]2)[cH:22][cH:23][cH:24]1)=[O:30])([CH3:6])([CH3:18])[CH3:48].[Cl:56][CH2:57][Cl:58].[F:49][C:50]([F:51])([F:52])[C:53]([OH:54])=[O:55]>>[N:7]1=[C:17]([c:19]2[cH:20][c:21](-[n:25]3[cH:26][n:27][cH:28][cH:29]3)[cH:22][cH:23][cH:24]2)[CH2:16][C:15](=[O:30])[NH:14][c:13]2[c:8]1[cH:9][c:10]([N:38]1[CH2:39][CH:40]3[CH:41]([CH2:42]1)[O:43][C:44]([CH3:46])([CH3:47])[O:45]3)[c:11](-[c:31]1[cH:32][cH:33][c:34]([F:37])[cH:35][cH:36]1)[cH:12]2. The reactants are [N+](=O)(O)[O-] (nitric acid), BrC1=C2CC(NC2=CC=C1)=O (4-bromo-1,3-dihydro -2H-indol-2-one). Solvent: S(O)(O)(=O)=O (sulfuric acid), S(O)(O)(=O)=O (sulfuric acid). Reaction conditions: time 1 hour. The product is BrC1=C2CC(NC2=CC=C1[N+](=O)[O-])=O (4-bromo-1,3-dihydro-5-nitro-2H-indol-2-one). Reaction SMILES: [N+:1]([O-:4])(O)=[O:2].[Br:5][C:6]1[CH:14]=[CH:13][CH:12]=[C:11]2[C:7]=1[CH2:8][C:9](=[O:15])[NH:10]2>S(=O)(=O)(O)O>[Br:5][C:6]1[C:14]([N+:1]([O-:4])=[O:2])=[CH:13][CH:12]=[C:11]2[C:7]=1[CH2:8][C:9](=[O:15])[NH:10]2. Procedure: A mixture of concentrated sulfuric acid (3.6 mL) and concentrated nitric acid (0.7 mL) was added slowly to a solution of 4-bromo-1,3-dihydro -2H-indol-2-one (2 g, 9.48 mmol) (see below) in concentrated sulfuric acid (20 mL) at -5° C. with stirring. The mixture was stirred for an additional 1 h at -5° C. then poured in ice. After standing for 1 h, precipitate formed was collected by filtration and washed with water, and dried in a vacuum oven to give 4-bromo-1,3-dihydro-5-nitro-2H-indol-2-one. (Y... Reactants: ClC=1C=C(C=CC1)C1=CC=C2NC(CN(C2=C1)C(=O)OC(C)C)=O (isopropyl 7-(3-chlorophenyl)-3-oxo-3,4-dihydroquinoxaline-1(2H)-carboxylate), COC=1C=CC(=CC1)P2(=S)SP(=S)(S2)C=3C=CC(=CC3)OC (Lawesson's reagent). Yields the product ClC=1C=C(C=CC1)C1=CC=C2NC(CN(C2=C1)C(=O)OC(C)C)=S (Isopropyl 7-(3-chlorophenyl)-3-thioxo-3,4-dihydroquinoxaline-1(2H)-carboxylate). RXN SMILES: [Cl:1][C:2]1[CH:3]=[C:4]([C:8]2[CH:17]=[C:16]3[C:11]([NH:12][C:13](=O)[CH2:14][N:15]3[C:18]([O:20][CH:21]([CH3:23])[CH3:22])=[O:19])=[CH:10][CH:9]=2)[CH:5]=[CH:6][CH:7]=1.COC1C=CC(P2(SP(C3C=CC(OC)=CC=3)(=S)S2)=[S:34])=CC=1>>[Cl:1][C:2]1[CH:3]=[C:4]([C:8]2[CH:17]=[C:16]3[C:11]([NH:12][C:13](=[S:34])[CH2:14][N:15]3[C:18]([O:20][CH:21]([CH3:23])[CH3:22])=[O:19])=[CH:10][CH:9]=2)[CH:5]=[CH:6][CH:7]=1. Procedure: Prepared according to the procedure for Example 24 from isopropyl 7-(3-chlorophenyl)-3-oxo-3,4-dihydroquinoxaline-1(2H)-carboxylate and Lawesson's reagent. A yellowish solid: mp.208-212° C.; 1H-NMR (DMSO-d6) δ1.27(d, J=6.1 Hz, 6H), 4.62 (s, 2H), 4.94 (sep, J=6.1 Hz, 1H), 7.23 (m, 4H), 7.64 (t, J=1.8 Hz, 1H), 7.90 (s, 1H), 12.80 (s, 1H), MS (ESI) m/z 359/361 (M−H)−. The reactants are CCCCCC=CCC=CCCCCCCCCC(O)C(O)(CCCCCCCCC=CCC=CCCCCC)CCCCCCCCC=CCC=CCCCCC, ClCCCl, CN(C)CCCCC(=O)O, CN(C)c1ccncc1, CCN(C(C)C)C(C)C, ClCCl, Cl. Yields the product CCCCCC=CCC=CCCCCCCCCC(OC(=O)CCCCN(C)C)C(O)(CCCCCCCCC=CCC=CCCCCC)CCCCCCCCC=CCC=CCCCCC. RXN SMILES: [CH2:1]([CH2:2][CH2:3][CH2:4][CH2:5][CH2:6][CH2:7][CH2:8][CH:9]=[CH:10][CH2:11][CH:12]=[CH:13][CH2:14][CH2:15][CH2:16][CH2:17][CH3:18])[C:19]([CH2:20][CH2:21][CH2:22][CH2:23][CH2:24][CH2:25][CH2:26][CH2:27][CH:28]=[CH:29][CH2:30][CH:31]=[CH:32][CH2:33][CH2:34][CH2:35][CH2:36][CH3:37])([CH:38]([CH2:39][CH2:40][CH2:41][CH2:42][CH2:43][CH2:44][CH2:45][CH2:46][CH:47]=[CH:48][CH2:49][CH:50]=[CH:51][CH2:52][CH2:53][CH2:54][CH2:55][CH3:56])[OH:57])[OH:58].[CH2:69]([Cl:70])[CH2:71][Cl:72].[CH3:59][N:60]([CH2:61][CH2:62][CH2:63][CH2:64][C:65](=[O:66])[OH:67])[CH3:68].[CH3:83][N:84]([c:85]1[cH:86][cH:87][n:88][cH:89][cH:90]1)[CH3:91].[CH:74]([N:75]([CH2:76][CH3:77])[CH:78]([CH3:79])[CH3:80])([CH3:81])[CH3:82].[Cl:92][CH2:93][Cl:94].[ClH:73]>>[CH2:1]([CH2:2][CH2:3][CH2:4][CH2:5][CH2:6][CH2:7][CH2:8][CH:9]=[CH:10][CH2:11][CH:12]=[CH:13][CH2:14][CH2:15][CH2:16][CH2:17][CH3:18])[C:19]([CH2:20][CH2:21][CH2:22][CH2:23][CH2:24][CH2:25][CH2:26][CH2:27][CH:28]=[CH:29][CH2:30][CH:31]=[CH:32][CH2:33][CH2:34][CH2:35][CH2:36][CH3:37])([CH:38]([CH2:39][CH2:40][CH2:41][CH2:42][CH2:43][CH2:44][CH2:45][CH2:46][CH:47]=[CH:48][CH2:49][CH:50]=[CH:51][CH2:52][CH2:53][CH2:54][CH2:55][CH3:56])[O:57][C:65]([CH2:64][CH2:63][CH2:62][CH2:61][N:60]([CH3:59])[CH3:68])=[O:66])[OH:58].